From a dataset of the Open Reaction Database (ORD), a public repository of structured organic reaction records. describe an organic reaction: reactants, conditions, products, and yield Reactants: C(C1=CC=CC=C1)(=O)N1C[C@H](N(CC1)C(C(=O)C1=CNC2=NC=CC=C12)=O)C ((R)-N-(benzoyl)-3-methyl-N′-[(7-azaindol-3-yl)-oxoacetyl]-piperazine), COC1=C2C(=CNC2=C(N=C1)OC)C(C(=O)[O-])=O.[K+] (Potassium (4,7-dimethoxy-6-azaindol-3-yl)-oxoacetate). The product is C(C1=CC=CC=C1)(=O)N1CC(N(CC1)C(C(=O)C1=CNC2=C(N=CC(=C12)OC)OC)=O)C (N-(benzoyl)-3-methyl-N′-[(4,7-dimethoxy-6-azaindol-3-yl)-oxoacetyl]-piperazine). RXN SMILES: [C:1]([N:9]1[CH2:14][CH2:13][N:12]([C:15](=[O:27])[C:16]([C:18]2C3C(=NC=CC=3)[NH:20][CH:19]=2)=[O:17])[C@H:11]([CH3:28])[CH2:10]1)(=[O:8])[C:2]1[CH:7]=[CH:6][CH:5]=[CH:4][CH:3]=1.[CH3:29][O:30][C:31]1[CH:39]=[N:38][C:37]([O:40][CH3:41])=[C:36]2[C:32]=1C(C(=O)C([O-])=O)=CN2.[K+]>>[C:1]([N:9]1[CH2:14][CH2:13][N:12]([C:15](=[O:27])[C:16]([C:18]2[C:32]3[C:36](=[C:37]([O:40][CH3:41])[N:38]=[CH:39][C:31]=3[O:30][CH3:29])[NH:20][CH:19]=2)=[O:17])[CH:11]([CH3:28])[CH2:10]1)(=[O:8])[C:2]1[CH:3]=[CH:4][CH:5]=[CH:6][CH:7]=1 |f:1.2|. Procedure: Compound 5ap, ®-N-(benzoyl)-3-methyl-N′-[(4,7-dimethoxy-6-azaindol-3-yl)-oxoacetyl]-piperazine (white solid) was prepared using the same method used to prepare compound 5a except that Potassium (4,7-dimethoxy-6-azaindol-3-yl)-oxoacetate was used as the starting material. MS m/z: (M+H)+ calcd for C23H25N4O5: 437.18; found 437.24. HPLC retention time: 1.37 minutes (column B). Reactants: O=C([O-])[O-], CN(C)C=O, ClCc1ccc(OCCCCc2ccccc2)cc1, [K+], [K+], O, Oc1ccccc1O. Yields the product Oc1ccccc1OCc1ccc(OCCCCc2ccccc2)cc1. Reaction SMILES: [C:28](=[O:29])([O-:30])[O-:31].[CH3:34][N:35]([CH3:36])[CH:37]=[O:38].[Cl:1][CH2:2][c:3]1[cH:4][cH:5][c:6]([O:9][CH2:10][CH2:11][CH2:12][CH2:13][c:14]2[cH:15][cH:16][cH:17][cH:18][cH:19]2)[cH:7][cH:8]1.[K+:32].[K+:33].[OH2:39].[OH:20][c:21]1[cH:22][cH:23][cH:24][cH:25][c:26]1[OH:27]>>[CH2:2]([c:3]1[cH:4][cH:5][c:6]([O:9][CH2:10][CH2:11][CH2:12][CH2:13][c:14]2[cH:15][cH:16][cH:17][cH:18][cH:19]2)[cH:7][cH:8]1)[O:20][c:21]1[cH:22][cH:23][cH:24][cH:25][c:26]1[OH:27]. Reaction conditions: temperature 65 celsius. Procedure details: A solution of 211 mg (0.51 mmol) of crude trans-Methanesulfonic acid 4-{4-[(5-bromo-pyrimidin-2-yl)-methyl-amino]-cyclohexyl}-but-3-ynyl ester in 5 ml of methanol was treated with 0.91 ml (5.1 mmol) Dimethylamine (33% in EtOH, 5.6M) and heated at 65° C. for 4 h. After cooling and evaporation, the residue was extracted with aqueous saturated NaHCO3/Et2O (3×). The organic phase was dried (Na2SO4), filtered and evaporated. Purification by flash column chromatography on silica gel (CH2Cl2/MeOH 99:1 ... The yield is 75.7%. RXN SMILES: [Br:1][C:2]1[CH:3]=[N:4][C:5]([N:8]([CH3:24])[C@H:9]2[CH2:14][CH2:13][C@H:12]([C:15]#[C:16][CH2:17][CH2:18]OS(C)(=O)=O)[CH2:11][CH2:10]2)=[N:6][CH:7]=1.[CH3:25][NH:26][CH3:27]>CO>[Br:1][C:2]1[CH:3]=[N:4][C:5]([N:8]([C@H:9]2[CH2:14][CH2:13][C@H:12]([C:15]#[C:16][CH2:17][CH2:18][N:26]([CH3:27])[CH3:25])[CH2:11][CH2:10]2)[CH3:24])=[N:6][CH:7]=1. Product: BrC=1C=NC(=NC1)N(C)[C@@H]1CC[C@H](CC1)C#CCCN(C)C (trans-(5-Bromo-pyrimidin-2-yl)-[4-(4-dimethylamino-but-1-ynyl)-cyclohexyl]-methyl-amine). Reactants: BrC=1C=NC(=NC1)N([C@@H]1CC[C@H](CC1)C#CCCOS(=O)(=O)C)C (trans-Methanesulfonic acid 4-{4-[(5-bromo-pyrimidin-2-yl)-methyl-amino]-cyclohexyl}-but-3-ynyl ester), CNC (Dimethylamine). Solvent: CO (methanol). Starting materials: OC1=C(C=C(C=C1C(C)(C)C)C1=NOC(=C1)C=CP(OCC)(OCC)=O)C(C)(C)C (Diethyl 2-(3-(4-hydroxy-3,5-di-tert-butylphenyl)isoxazol-5-yl)vinylphosphonate), C[Si](Br)(C)C (trimethylbromosilane), O (water). Solvent: ClCCl (dichloromethane). The product is OC1=C(C=C(C=C1C(C)(C)C)C1=NOC(=C1)C=CP(O)(O)=O)C(C)(C)C (2-(3-(4-Hydroxy-3,5-di-tert-butylphenyl)isoxazol-5-yl)vinylphosphonic acid). Reaction SMILES: [OH:1][C:2]1[C:7]([C:8]([CH3:11])([CH3:10])[CH3:9])=[CH:6][C:5]([C:12]2[CH:16]=[C:15]([CH:17]=[CH:18][P:19](=[O:26])([O:23]CC)[O:20]CC)[O:14][N:13]=2)=[CH:4][C:3]=1[C:27]([CH3:30])([CH3:29])[CH3:28].C[Si](C)(C)Br.O>ClCCl>[OH:1][C:2]1[C:3]([C:27]([CH3:30])([CH3:29])[CH3:28])=[CH:4][C:5]([C:12]2[CH:16]=[C:15]([CH:17]=[CH:18][P:19](=[O:20])([OH:23])[OH:26])[O:14][N:13]=2)=[CH:6][C:7]=1[C:8]([CH3:11])([CH3:10])[CH3:9]. Procedure: 4.0 g (0.009 mol) of the product from Example 57 were stirred, under a protective gas and at room temperature, in 300 ml of absolute dichloromethane together with 3.9 ml (0.03 mol) of trimethylbromosilane until the reaction was complete (monitoring by TLC). After adding 0.5 ml of water, the mixture was concentrated; the residue was taken up several times in methanol and concentrated under reduced pressure. The oil was stirred with tert-butyl methyl ether until a crystalline residue remained. Yie... Reactants: CC(C=CCC(C)CCCC(C)C)=CC(=O)O, [Cl-], [Li]CC, [NH4+], c1ccccc1. The product is CCC(=O)C=C(C)C=CCC(C)CCCC(C)C. RXN SMILES: [CH3:1][C:2](=[CH:3][C:4](=[O:5])[OH:6])[CH:7]=[CH:8][CH2:9][CH:10]([CH2:11][CH2:12][CH2:13][CH:14]([CH3:15])[CH3:16])[CH3:17].[Cl-:21].[Li:18][CH2:19][CH3:20].[NH4+:22].[cH:23]1[cH:24][cH:25][cH:26][cH:27][cH:28]1>>[CH3:1][C:2](=[CH:3][C:4](=[O:6])[CH2:19][CH3:20])[CH:7]=[CH:8][CH2:9][CH:10]([CH2:11][CH2:12][CH2:13][CH:14]([CH3:15])[CH3:16])[CH3:17]. Reactants: C1(=C(C=CC=C1)N)N (o-phenylenediamine), Cl (hydrochloric acid), NC(=O)N (urea), [OH-].[Na+] (sodium hydroxide). Run in C=1(C(=CC=CC1)C)C (xylene), O (water). Reaction conditions: temperature 80 celsius, time 5 hour. Yields the product OC=1NC2=C(N1)C=CC=C2 (2-hydroxybenzimidazole). RXN SMILES: [C:1]1([NH2:8])[CH:6]=[CH:5][CH:4]=[CH:3][C:2]=1[NH2:7].Cl.N[C:11](N)=[O:12].[OH-].[Na+]>O.C1(C)C(C)=CC=CC=1>[OH:12][C:11]1[NH:7][C:2]2[CH:3]=[CH:4][CH:5]=[CH:6][C:1]=2[N:8]=1 |f:3.4|. Procedure details: Into a four-necked flask of 1 l capacity were charged 64.8 g (0.6 mol) of o-phenylenediamine, 31.3 g (0.5 mol) of hydrochloric acid, 36.0 g (0.6 mol) of urea and 50 ml of xylene, and a reaction was effected at 140°-150° C. for 5 hours while distilling out 20 ml of water. Then, the reaction product was charged into a four-necked flask of 1 l capacity, into which 30 g (0.75 mol) of sodium hydroxide and 600 ml of water had been previously charged, and the resulting mixture was stirred at 80° C. for... The reactants are O1C=C(C=C1)CN1C(=NC2=C1C=CC=C2)NC2CCN(CC2)C(=O)OCC ((1-(fur-3-ylmethyl)-1H-benzimidazol-2-yl)(1-(ethoxycarbonyl)piperidin-4-yl)amine), [OH-].[K+] (potassium hydroxide), O (water). Reagents/catalysts: O (water). Solvent: C(C)(C)O (isopropanol). Conditions: time 18 hour. Yields the product O1C=C(C=C1)CN1C(=NC2=C1C=CC=C2)NC2CCNCC2 ((1-(fur-3-ylmethyl)-1H-benzimidazol-2-yl)(piperidin-4-yl)amine). Reaction SMILES: [O:1]1[CH:5]=[CH:4][C:3]([CH2:6][N:7]2[C:11]3[CH:12]=[CH:13][CH:14]=[CH:15][C:10]=3[N:9]=[C:8]2[NH:16][CH:17]2[CH2:22][CH2:21][N:20](C(OCC)=O)[CH2:19][CH2:18]2)=[CH:2]1.[OH-].[K+].O>C(O)(C)C.O>[O:1]1[CH:5]=[CH:4][C:3]([CH2:6][N:7]2[C:11]3[CH:12]=[CH:13][CH:14]=[CH:15][C:10]=3[N:9]=[C:8]2[NH:16][CH:17]2[CH2:18][CH2:19][NH:20][CH2:21][CH2:22]2)=[CH:2]1 |f:1.2|. Procedure: Combine (1-(fur-3-ylmethyl)-1H-benzimidazol-2-yl)(1-(ethoxycarbonyl)piperidin-4-yl)amine (0.98 g, 2.67 mmol), potassium hydroxide (1.8 g, 32 mmol) in isopropanol (18 mL) containing 1 drop of water. Heat to reflux. After 18 hours, cool, add water, and extract four times with dichloromethane (200 mL). Combine the organic layers, dry over MgSO4, filter, and concentrate in vacuo to give the title compound: Rf=0.40 (silica gel, ethyl acetate).